Dataset: the Open Reaction Database (ORD), a public repository of structured organic reaction records. Task: describe an organic reaction: reactants, conditions, products, and yield Reactants: C1(=CC=CC=C1)COC1=CC2=C(C=C(O2)CNCCNC(=O)C23CC4CC(CC(C2)C4)C3)C=C1 (N-[2-[[(6-Phenylmethoxy-2-benzofuranyl)methyl]amino]ethyl]tricyclo[3.3.1.13,7 ]decane-1-carboxamide). Reagents/catalysts: [Pd] (palladium on carbon). The solvent is C(C)O (ethanol). Product: OC1=CC2=C(C=C(O2)CNCCNC(=O)C23CC4CC(CC(C2)C4)C3)C=C1 (N-[2-[[(6-Hydroxy-2-benzofuranyl)methyl]amino]ethyl]tricyclo[3.3.1.13,7 ]decane-1-carboxamide). Isolated yield 43.4%. As a reaction SMILES: C1(C[O:8][C:9]2[CH:34]=[CH:33][C:12]3[CH:13]=[C:14]([CH2:16][NH:17][CH2:18][CH2:19][NH:20][C:21]([C:23]45[CH2:32][CH:27]6[CH2:28][CH:29]([CH2:31][CH:25]([CH2:26]6)[CH2:24]4)[CH2:30]5)=[O:22])[O:15][C:11]=3[CH:10]=2)C=CC=CC=1>C(O)C.[Pd]>[OH:8][C:9]1[CH:34]=[CH:33][C:12]2[CH:13]=[C:14]([CH2:16][NH:17][CH2:18][CH2:19][NH:20][C:21]([C:23]34[CH2:24][CH:25]5[CH2:31][CH:29]([CH2:28][CH:27]([CH2:26]5)[CH2:32]3)[CH2:30]4)=[O:22])[O:15][C:11]=2[CH:10]=1. Procedure: N-[2-[[(6-Phenylmethoxy-2-benzofuranyl)methyl]amino]ethyl]tricyclo[3.3.1.13,7 ]decane-1-carboxamide (4.74 g, 10 mmole) was dissolved in 100 ml of ethanol and 1.0 g of 10% palladium on carbon was added. The mixture was hydrogenated at 50 psi on a Parr apparatus overnight. The mixture was then filtered through celite and concentrated in vacuum. The residue was column chromatographed on 100 g of silica gel using 5% methanol/chloroform as eluant and the crude product thus obtained was crystallized f... Reactants: Cl, COc1nc2c(N)nc(OCCCCO)nc2n1Cc1ccccc1. The product is Nc1nc(OCCCCO)nc2c1nc(O)n2Cc1ccccc1. Reaction SMILES: [ClH:26].[NH2:1][c:2]1[c:3]2[n:4][c:5]([O:24][CH3:25])[n:6]([CH2:17][c:18]3[cH:19][cH:20][cH:21][cH:22][cH:23]3)[c:7]2[n:8][c:9]([O:11][CH2:12][CH2:13][CH2:14][CH2:15][OH:16])[n:10]1>>[NH2:1][c:2]1[c:3]2[n:4][c:5]([OH:24])[n:6]([CH2:17][c:18]3[cH:19][cH:20][cH:21][cH:22][cH:23]3)[c:7]2[n:8][c:9]([O:11][CH2:12][CH2:13][CH2:14][CH2:15][OH:16])[n:10]1. Starting materials: CC1(OC(=O)CC(=O)O1)C (Meldrum's acid), C(=O)O (formic acid), [N+](=O)([O-])C1=CC=C(C=O)C=C1 (p-nitrobenzaldehyde), mixture. Run in C(C)N(CC)CC (triethylamine). Run at temperature 105 celsius. Yields the product [N+](=O)([O-])C1=CC=C(C=C1)CCC(=O)O (3-(4-nitrophenyl)propionic acid). As a reaction SMILES: CC1(C)[O:9][C:7](=[O:8])[CH2:6][C:4](=O)O1.[N+:11]([C:14]1[CH:21]=[CH:20][C:17](C=O)=[CH:16][CH:15]=1)([O-:13])=[O:12].C(O)=O>C(N(CC)CC)C>[N+:11]([C:14]1[CH:21]=[CH:20][C:17]([CH2:4][CH2:6][C:7]([OH:9])=[O:8])=[CH:16][CH:15]=1)([O-:13])=[O:12]. Procedure details: 3.60 g (0.025 mol) of Meldrum's acid and 3.8 g (0.025 mol) of p-nitrobenzaldehyde were weighed in to 25 ml of the mixture of formic acid and triethylamine prepared as described in Example l. The reaction mixture was heated to 105° C. during 1 hour and reacted at the same temperature for 1 hour. The product was isolated according to Example 1. Reactants: mixture, ClC1(OCCOC1)Cl (2,2-dichlorodioxane), CC1=C(N)C=CC(=C1)[N+](=O)[O-] (2-methyl-4-nitroaniline). Run in C1CCOC1 (THF). Run at temperature 80 celsius. Yields the product [N+](=O)([O-])C1=CC(=C(C=C1)N1C(COCC1)=O)C (4-(4-Nitro-2-methylphenyl)-3-oxomorpholine). As a reaction SMILES: Cl[C:2]1(Cl)[CH2:7][O:6][CH2:5][CH2:4][O:3]1.[CH3:9][C:10]1[CH:16]=[C:15]([N+:17]([O-:19])=[O:18])[CH:14]=[CH:13][C:11]=1[NH2:12]>C1COCC1>[N+:17]([C:15]1[CH:14]=[CH:13][C:11]([N:12]2[CH2:2][CH2:7][O:6][CH2:5][C:4]2=[O:3])=[C:10]([CH3:9])[CH:16]=1)([O-:19])=[O:18]. Procedure: 1.05 g of a mixture of 2-chlorodioxene and 2,2-dichlorodioxane (molar ratio 1:1) are added to a solution of 1.10 g (7.24 mmol) of 2-methyl-4-nitroaniline in 20 ml of THF, and the mixture is heated to the boil. The solvent is distilled off, and the residue, a brown viscous liquid, is heated at 80° C. for 18 hours. After cooling, the residue is recrystallised from toluene/tert-butyl methyl ether: 1.50 g of 2-(2-chloroethoxy)-N-(2-methyl-4-nitrophenyl)acetamide as yellowish crystals, m.p. 113-114° ... Starting materials: C(C)OC(COC1=CC=CC2=C1OCC1=C2N=C(S1)S)=O (ethyl[(2-mercapto-4H-[1]benzopyrano[4,3-d]thiazol-6-yl)oxy]acetate), BrC(C1=CC=CC=C1)C1=CC=CC=C1 (bromodiphenylmethane). Yields the product C1(=CC=CC=C1)C(SC=1SC2=C(N1)C1=C(OC2)C(=CC=C1)OCC(=O)O)C1=CC=CC=C1 ([(2-Diphenylmethylthio-4H-[1]benzopyrano[4,3-d]thiazol-6-yl)oxy]acetic Acid). Yield: 17.0%. As a reaction SMILES: C([O:3][C:4](=[O:21])[CH2:5][O:6][C:7]1[C:12]2[O:13][CH2:14][C:15]3[S:19][C:18]([SH:20])=[N:17][C:16]=3[C:11]=2[CH:10]=[CH:9][CH:8]=1)C.Br[CH:23]([C:30]1[CH:35]=[CH:34][CH:33]=[CH:32][CH:31]=1)[C:24]1[CH:29]=[CH:28][CH:27]=[CH:26][CH:25]=1>>[C:24]1([CH:23]([C:30]2[CH:31]=[CH:32][CH:33]=[CH:34][CH:35]=2)[S:20][C:18]2[S:19][C:15]3[CH2:14][O:13][C:12]4[C:7]([O:6][CH2:5][C:4]([OH:3])=[O:21])=[CH:8][CH:9]=[CH:10][C:11]=4[C:16]=3[N:17]=2)[CH:29]=[CH:28][CH:27]=[CH:26][CH:25]=1. Procedure details: Using ethyl[(2-mercapto-4H-[1]benzopyrano[4,3-d]thiazol-6-yl)oxy]acetate and bromodiphenylmethane, the procedure of Example 1 was otherwise repeated to synthesize the title compound. Yield 17%. Reactants: CCCBr, Cn1cc(-c2cn(COCC[Si](C)(C)C)c3ncc(O)cc23)cn1, CC(C)=O, [K+], [K+], O=C([O-])[O-]. Yields the product CCCOc1cnc2c(c1)c(-c1cnn(C)c1)cn2COCC[Si](C)(C)C. Reaction SMILES: [Br:25][CH2:26][CH2:27][CH3:28].[CH3:1][n:2]1[n:3][cH:4][c:5](-[c:7]2[cH:8][n:9]([CH2:17][O:18][CH2:19][CH2:20][Si:21]([CH3:22])([CH3:23])[CH3:24])[c:10]3[n:11][cH:12][c:13]([OH:16])[cH:14][c:15]23)[cH:6]1.[CH3:35][C:36](=[O:37])[CH3:38].[K+:29].[K+:30].[O-:31][C:32]([O-:33])=[O:34]>>[CH3:1][n:2]1[n:3][cH:4][c:5](-[c:7]2[cH:8][n:9]([CH2:17][O:18][CH2:19][CH2:20][Si:21]([CH3:22])([CH3:23])[CH3:24])[c:10]3[n:11][cH:12][c:13]([O:16][CH2:26][CH2:27][CH3:28])[cH:14][c:15]23)[cH:6]1. The reactants are S(=O)(=O)(Cl)Cl (sulfuryl chloride), C1(=CC=CC=C1)SC1CSC=C1C#N (3-phenylthio-4-dihydrothiophene-nitrile). The solvent is C(Cl)Cl (methylene chloride), C(Cl)Cl (methylene chloride). The product is C1(=CC=CC=C1)SC1=CSC=C1C#N (3-phenylthio-4-thiophene-nitrile). Yield: 90.0%. Reaction SMILES: S(Cl)(Cl)(=O)=O.[C:6]1([S:12][CH:13]2[C:17]([C:18]#[N:19])=[CH:16][S:15][CH2:14]2)[CH:11]=[CH:10][CH:9]=[CH:8][CH:7]=1>C(Cl)Cl>[C:6]1([S:12][C:13]2[C:17]([C:18]#[N:19])=[CH:16][S:15][CH:14]=2)[CH:7]=[CH:8][CH:9]=[CH:10][CH:11]=1. Procedure details: 3.6 Parts by volume of sulfuryl chloride in 25 parts by volume of methylene chloride are added, at 0° C., to a solution of 8.76 parts of 3-phenylthio-4-dihydrothiophene-nitrile in 100 parts by volume of methylene chloride. During the reaction, nitrogen is passed into the mixture. The end product is isolated from the reaction mixture by the method described in Example 5c. 7.8 parts (90% of theory) of 3-phenylthio-4-thiophene-nitrile of melting point 32°-34° C. are obtained. Starting materials: COC1=C(C=CC(=C1)[N+](=O)[O-])N1C[C@@H](CC1)O[Si](C(C)C)(C(C)C)C(C)C ((R)-1-(2-Methoxy-4-nitro-phenyl)-3-triisopropylsilanyloxy-pyrrolidine). The reagents and catalysts are [Pd] (Pd/C). Run in CCO (EtOH). Conditions: time 8 hour. Yields the product COC=1C=C(C=CC1N1C[C@@H](CC1)O[Si](C(C)C)(C(C)C)C(C)C)N ((R)-3-Methoxy-4-(3-triisopropylsilanyloxy-pyrrolidin-1-yl)-phenylamine). RXN SMILES: [CH3:1][O:2][C:3]1[CH:8]=[C:7]([N+:9]([O-])=O)[CH:6]=[CH:5][C:4]=1[N:12]1[CH2:16][CH2:15][C@@H:14]([O:17][Si:18]([CH:25]([CH3:27])[CH3:26])([CH:22]([CH3:24])[CH3:23])[CH:19]([CH3:21])[CH3:20])[CH2:13]1>CCO.[Pd]>[CH3:1][O:2][C:3]1[CH:8]=[C:7]([NH2:9])[CH:6]=[CH:5][C:4]=1[N:12]1[CH2:16][CH2:15][C@@H:14]([O:17][Si:18]([CH:22]([CH3:24])[CH3:23])([CH:25]([CH3:27])[CH3:26])[CH:19]([CH3:21])[CH3:20])[CH2:13]1. Reported procedure: Dissolve (R)-1-(2-Methoxy-4-nitro-phenyl)-3-triisopropylsilanyloxy-pyrrolidine (12 g, 30.4 mmol) in EtOH (200 mL) and add 5% Pd/C (1.26 g). Purge the black mixture with hydrogen (1 atm) and stir overnight under a hydrogen atmosphere at ambient temperature at 60 psi. Filter the black mixture through Celite® and wash the solids with additional EtOH (100 mL). Concentrate the filtrate to give the title compound as a dark brown oil. 1H NMR (400 MHz, CDCl3): δ 6.76 (d, 1H, J=8.8 Hz), 6.31 (d, 1H, J=2.... The reactants are [N+](=O)([O-])C=1C=C(C=CC1)C1NC(CC2=CC=CC=C12)=O (1-(3-nitrophenyl)-1,4-dihydroisoquinol-3-one), [H][H] (hydrogen). The reagents and catalysts are [C].[Pd] (palladium-carbon). Run in C(C)OC(C)=O (ethylacetate). Yields the product NC=1C=C(C=CC1)C1NC(CC2=CC=CC=C12)=O (1-(3-aminophenyl)-1,4-dihydroisoquinol-3-one). Isolated yield 83.1%. As a reaction SMILES: [N+:1]([C:4]1[CH:5]=[C:6]([CH:10]2[C:19]3[C:14](=[CH:15][CH:16]=[CH:17][CH:18]=3)[CH2:13][C:12](=[O:20])[NH:11]2)[CH:7]=[CH:8][CH:9]=1)([O-])=O.[H][H]>C(OC(=O)C)C.[C].[Pd]>[NH2:1][C:4]1[CH:5]=[C:6]([CH:10]2[C:19]3[C:14](=[CH:15][CH:16]=[CH:17][CH:18]=3)[CH2:13][C:12](=[O:20])[NH:11]2)[CH:7]=[CH:8][CH:9]=1 |f:3.4|. Reported procedure: A mixture of 1-(3-nitrophenyl)-1,4-dihydroisoquinol-3-one (12.2 g) and 5% palladium-carbon (3 g) in ethylacetate (400 ml) was hydrogenated at room temperature and pressure until uptake of hydrogen ceased. The mixture was filtered (celite), and the filtrate evaporated to dryness to give 1-(3-aminophenyl)-1,4-dihydroisoquinol-3-one (9.0 g), m.p. 179°-180° C. which was used without purification.